Dataset: the Open Reaction Database (ORD), a public repository of structured organic reaction records. Task: describe an organic reaction: reactants, conditions, products, and yield Reactants: FC(C=1C=C(C(=O)Cl)C=C(C1)C(F)(F)F)(F)F (3,5-bis(trifluoromethyl)benzoyl chloride), Cl.FC1=CC=C(C=C1)[C@@H]1N(CCOC1=O)CC1=CC=CC=C1 ((S)-3-(4-fluorophenyl)-4-(phenylmethyl)-2-morpholinone hydrochloride), CCC([BH-](C(CC)C)C(CC)C)C.[Li+] (L-Selectride), C([O-])(O)=O.[Na+] (sodium bicarbonate). The solvent is C(C)(=O)OCC (ethyl acetate). Reaction conditions: temperature -75 celsius, time 15 minute. Product: FC1=CC=C(C=C1)[C@@H]1N(CCO[C@@H]1OC(CC1=CC(=CC(=C1)C(F)(F)F)C(F)(F)F)=O)CC1=CC=CC=C1 ((2R-cis)-3,5-bis(trifluoromethyl)-benzeneacetic acid 3-(4-fluorophenyl)-4-(phenylmethyl)-2-morpholinyl ester). Isolated yield 65.0%. As a reaction SMILES: Cl.[F:2][C:3]1[CH:8]=[CH:7][C:6]([C@H:9]2[C:14](=[O:15])[O:13][CH2:12][CH2:11][N:10]2[CH2:16][C:17]2[CH:22]=[CH:21][CH:20]=[CH:19][CH:18]=2)=[CH:5][CH:4]=1.[C:23](=[O:26])(O)[O-].[Na+].CCC(C)[BH-](C(C)CC)C(C)CC.[Li+].[F:42][C:43]([F:58])([F:57])[C:44]1[CH:45]=[C:46]([CH:50]=[C:51]([C:53]([F:56])([F:55])[F:54])[CH:52]=1)[C:47](Cl)=O>C(OCC)(=O)C>[F:2][C:3]1[CH:4]=[CH:5][C:6]([C@H:9]2[C@@H:14]([O:15][C:23](=[O:26])[CH2:47][C:46]3[CH:50]=[C:51]([C:53]([F:55])([F:56])[F:54])[CH:52]=[C:44]([C:43]([F:42])([F:57])[F:58])[CH:45]=3)[O:13][CH2:12][CH2:11][N:10]2[CH2:16][C:17]2[CH:18]=[CH:19][CH:20]=[CH:21][CH:22]=2)=[CH:7][CH:8]=1 |f:0.1,2.3,4.5|. Reported procedure: A stirred suspension of (S)-3-(4-fluorophenyl)-4-(phenylmethyl)-2-morpholinone hydrochloride (2.30 kg, 7.15 moles) in ethyl acetate (22 L) was treated with 10% aqueous sodium bicarbonate (22 L). The resulting organic solution was sequentially washed with 10% aqueous sodium bicarbonate (11 L) and water (2×11 L), then dried overnight with 4A molecular sieves (1 L). The solution was evaporated, then flushed with tetrahydrofuran (2×3 L) in order to remove traces of ethyl acetate. The resulting free ...